This data is from the Open Reaction Database (ORD), a public repository of structured organic reaction records. The task is: describe an organic reaction: reactants, conditions, products, and yield Reactants: C(C)(=O)N1C(C(C2=CC=C(C=C12)C(=O)OC)=C(C1=CC=CC=C1)OCC)=O (1-acetyl-3-(1-ethoxy-1-phenylmethylene)-6-methoxycarbonyl-2-indolinone), CN(CCN(C(C1=CC=CC=C1)=O)C1=CC=C(N)C=C1)C (4-(N-(2-dimethylamino-ethyl)-N-benzoyl-amino)-aniline). Product: CN(CCN(C(C1=CC=CC=C1)=O)C1=CC=C(N\C(\C2=CC=CC=C2)=C\2/C(NC3=CC(=CC=C23)C(=O)OC)=O)C=C1)C (3-Z-[1-(4-(N-(2-dimethylamino-ethyl)-N-benzoyl-amino)-anilino)-1-phenyl-methylene]-6-methoxycarbonyl-2-indolinone). RXN SMILES: C([N:4]1[C:12]2[C:7](=[CH:8][CH:9]=[C:10]([C:13]([O:15][CH3:16])=[O:14])[CH:11]=2)[C:6](=[C:17](OCC)[C:18]2[CH:23]=[CH:22][CH:21]=[CH:20][CH:19]=2)[C:5]1=[O:27])(=O)C.[CH3:28][N:29]([CH3:48])[CH2:30][CH2:31][N:32]([C:41]1[CH:47]=[CH:46][C:44]([NH2:45])=[CH:43][CH:42]=1)[C:33](=[O:40])[C:34]1[CH:39]=[CH:38][CH:37]=[CH:36][CH:35]=1>>[CH3:28][N:29]([CH3:48])[CH2:30][CH2:31][N:32]([C:41]1[CH:42]=[CH:43][C:44]([NH:45]/[C:17](=[C:6]2\[C:5](=[O:27])[NH:4][C:12]3[C:7]\2=[CH:8][CH:9]=[C:10]([C:13]([O:15][CH3:16])=[O:14])[CH:11]=3)/[C:18]2[CH:23]=[CH:22][CH:21]=[CH:20][CH:19]=2)=[CH:46][CH:47]=1)[C:33](=[O:40])[C:34]1[CH:39]=[CH:38][CH:37]=[CH:36][CH:35]=1. Procedure: Prepared from 1-acetyl-3-(1-ethoxy-1-phenylmethylene)-6-methoxycarbonyl-2-indolinone and 4-(N-(2-dimethylamino-ethyl)-N-benzoyl-amino)-aniline Rf value: 0.5 (silica gel, methylene chloride/methanol=9:1) C34H32N4O4 Starting materials: C(C1=CC=CC=C1)Br (benzyl bromide), O=C1NC2=CC=CC=C2C(=C1)C(C(=O)O)C (α-(1,2-Dihydro-2-oxoquinol-4-yl)propionic acid), O (water). The solvent is CN(P(=O)(N(C)C)N(C)C)C (hexamethylphosphoramide), CN(P(=O)(N(C)C)N(C)C)C (hexamethylphosphoramide), [OH-].[Na+] (sodium hydroxide). Yields the product C(C1=CC=CC=C1)N1C(C=C(C2=CC=CC=C12)C(C(=O)O)C)=O (α-(1-benzyl-1,2-dihydro-2-oxoquinol-4-yl)propionic acid). Yield: 39.0%. Reaction SMILES: [O:1]=[C:2]1[CH:11]=[C:10]([CH:12]([CH3:16])[C:13]([OH:15])=[O:14])[C:9]2[C:4](=[CH:5][CH:6]=[CH:7][CH:8]=2)[NH:3]1.[CH2:17](Br)[C:18]1[CH:23]=[CH:22][CH:21]=[CH:20][CH:19]=1.O>CN(C)P(N(C)C)(N(C)C)=O.[OH-].[Na+]>[CH2:17]([N:3]1[C:4]2[C:9](=[CH:8][CH:7]=[CH:6][CH:5]=2)[C:10]([CH:12]([CH3:16])[C:13]([OH:15])=[O:14])=[CH:11][C:2]1=[O:1])[C:18]1[CH:23]=[CH:22][CH:21]=[CH:20][CH:19]=1 |f:4.5|. Procedure: α-(1,2-Dihydro-2-oxoquinol-4-yl)propionic acid (217 mg.) was dissolved in a mixture of hexamethylphosphoramide (2 ml.) and 2N-sodium hydroxide (2 ml.). A solution of benzyl bromide (0.528 ml.) in hexamethylphosphoramide (2 ml.) was added dropwise to the stirred solution during 2 hours. The mixture was then poured into water (10 ml.), and the resulting mixture washed with chloroform (3 × 5 ml.). The aqueous solution was acidifed to pH 1 with concentrated hydrochloric acid, and the resulting mixtu... The reactants are C(C1=CC=CC=C1)(=O)NC(=S)NC1=C(N=CN1C)C(=O)N (5-(N'-benzoylthiocarbamoyl)amino-1-methyl-1H-imidazole-4-carboxamide), CC(=O)C (acetone), CO (methanol), C([O-])([O-])=O.[K+].[K+] (Potassium carbonate). Solvent: O (water), C(C)(=O)O (acetic acid). The product is CN1C=NC(=C1NC(N)=S)C(=O)N (1-Methyl-5-(thiocarbamoyl)amino-1H-imidazole-4-carboxamide). Isolated yield 96.9%. As a reaction SMILES: C([NH:9][C:10]([NH:12][C:13]1[N:17]([CH3:18])[CH:16]=[N:15][C:14]=1[C:19]([NH2:21])=[O:20])=[S:11])(=O)C1C=CC=CC=1.CC(C)=O.CO.C(=O)([O-])[O-].[K+].[K+]>O.C(O)(=O)C>[CH3:18][N:17]1[C:13]([NH:12][C:10](=[S:11])[NH2:9])=[C:14]([C:19]([NH2:21])=[O:20])[N:15]=[CH:16]1 |f:3.4.5|. Procedure: 5-(N'-benzoylthiocarbamoyl)amino-1-methyl-1H-imidazole-4-carboxamide (12.1 g, 40 mM) was added to a mixture of acetone and methanol (1:1) (200 ml). Potassium carbonate 2.8 g, 20 mM) dissolved in water (12 ml) was added. The reaction mixture was refluxed under N2 for 6 hours whereafter acetic acid (2.9 g, 48 mM) was added. After stirring in an ice bath the product was filtered off, washed and dried. Hereby was isolated 7.7 g (96%) of the title compound as a white powder, mp. 270°-274° C. (dec.) (... Starting materials: CCc1ccccn1, CI, [Li]CCCC, C1CCOC1. Product: CC(C)c1ccccn1. RXN SMILES: [CH2:6]([CH3:7])[c:8]1[n:9][cH:10][cH:11][cH:12][cH:13]1.[CH3:14][I:15].[Li:1][CH2:2][CH2:3][CH2:4][CH3:5].[O:16]1[CH2:17][CH2:18][CH2:19][CH2:20]1>>[CH3:2][CH:6]([CH3:7])[c:8]1[n:9][cH:10][cH:11][cH:12][cH:13]1. Starting materials: Cl.Cl.FC=1C=CC2=C(N(C(=N2)[C@H](C)N)C2=CC=CC=C2)C1 ((S)-1-(6-Fluoro-1-phenyl-1H-benzoimidazol-2-yl)ethylamine dihydrochloride), ClC=1C2=C(N=CN1)C=CC=N2 (4-chloropyrido[3,2-d]pyrimidine), CCN(C(C)C)C(C)C (DIPEA). Solvent: CC(C)O (IPA), CCOC(=O)C (EtOAc). The product is FC=1C=CC2=C(N(C(=N2)[C@H](C)NC=2C3=C(N=CN2)C=CC=N3)C3=CC=CC=C3)C1 ([(S)-1-(6-Fluoro-1-phenyl-1H-benzoimidazol-2-yl)-ethyl]-pyrido[3,2-d]pyrimidin-4-yl-amine). RXN SMILES: Cl.Cl.[F:3][C:4]1[CH:5]=[CH:6][C:7]2[N:11]=[C:10]([C@@H:12]([NH2:14])[CH3:13])[N:9]([C:15]3[CH:20]=[CH:19][CH:18]=[CH:17][CH:16]=3)[C:8]=2[CH:21]=1.Cl[C:23]1[C:24]2[N:32]=[CH:31][CH:30]=[CH:29][C:25]=2[N:26]=[CH:27][N:28]=1.CCN(C(C)C)C(C)C>CC(O)C.CCOC(C)=O>[F:3][C:4]1[CH:5]=[CH:6][C:7]2[N:11]=[C:10]([C@@H:12]([NH:14][C:23]3[C:24]4[N:32]=[CH:31][CH:30]=[CH:29][C:25]=4[N:26]=[CH:27][N:28]=3)[CH3:13])[N:9]([C:15]3[CH:16]=[CH:17][CH:18]=[CH:19][CH:20]=3)[C:8]=2[CH:21]=1 |f:0.1.2|. Procedure: (S)-1-(6-Fluoro-1-phenyl-1H-benzoimidazol-2-yl)ethylamine dihydrochloride (0.082 g, 0.25 mmol), 4-chloropyrido[3,2-d]pyrimidine (J. Med Chem, 1833, 1996) (0.035 g, 0.21 mmol) and DIPEA (0.174 mL, 1.0 mmol) in IPA (1 mL) was heated to 70° C. in a sealed tube under argon for 1 h. The reaction mixture was cooled, diluted with EtOAc (20 mL) and washed with water (2 mL). The aqueous was extracted with EtOAc (10 mL). The combined organic extracts were dried (Na2SO4), evaporated to dryness and purified... Starting materials: C(C)(C)(C)C1=CC=C(C=C1)CC(CN1CCCCC1)C (1-[3-(p-tert.butyl-phenyl)-2-methyl-propyl]-piperidine). Reagents/catalysts: [Pt](=O)=O (platinum dioxide). Solvent: C(C)(=O)O (acetic acid), Cl(=O)(=O)(=O)O (perchloric acid), C(C)(=O)O (acetic acid). Yields the product C(C)(C)(C)C1CCC(CC1)CC(CN1CCCCC1)C (1-[3-(4-tert.butyl-cyclohexyl)-2-methyl-propyl]-piperidine). Reaction SMILES: [C:1]([C:5]1[CH:10]=[CH:9][C:8]([CH2:11][CH:12]([CH3:20])[CH2:13][N:14]2[CH2:19][CH2:18][CH2:17][CH2:16][CH2:15]2)=[CH:7][CH:6]=1)([CH3:4])([CH3:3])[CH3:2]>C(O)(=O)C.Cl(O)(=O)(=O)=O.[Pt](=O)=O>[C:1]([CH:5]1[CH2:10][CH2:9][CH:8]([CH2:11][CH:12]([CH3:20])[CH2:13][N:14]2[CH2:15][CH2:16][CH2:17][CH2:18][CH2:19]2)[CH2:7][CH2:6]1)([CH3:4])([CH3:2])[CH3:3]. Procedure: 7 g of platinum dioxide and 7 g of active carbon are suspended in 500 ml of glacial acetic acid and pre-hydrogenated. Subsequently, a solution of 36.8 g of 1-[3-(p-tert.butyl-phenyl)-2-methyl-propyl]-piperidine in 1000 ml of glacial acetic acid and 67 ml of perchloric acid is added and the mixture is hydrogenated at 25° C. The catalyst is removed by filtration and the filtrate is treated with 110 g of potassium acetate dissolved in 100 ml of water. The precipitated potassium perchlorate is filte... The reactants are FC1(CCC(CC1)(O)CNC(=O)C=1C=2C=CC(=NC2C=CC1Cl)C1CC(CC1)=O)F (6-chloro-2-(3-oxo-cyclopentyl)-quinoline-5-carboxylic acid (4,4-difluoro-1-hydroxycyclohexyl methyl)-amide), Cl.N1CCC1 (azetidine hydrochloride). Run in C(C)(=O)O (acetic acid). The product is FC1(CCC(CC1)(O)CNC(=O)C=1C=2C=CC(=NC2C=CC1Cl)C1CC(CC1)N1CCC1)F (2-(3-Azetidin-1-yl-cyclopentyl)-6-chloro-quinoline-5-carboxylic acid (4,4-difluoro-1-hydroxy-cyclohexylmethyl)-amide). RXN SMILES: [F:1][C:2]1([F:30])[CH2:7][CH2:6][C:5]([CH2:9][NH:10][C:11]([C:13]2[C:14]3[CH:15]=[CH:16][C:17]([CH:24]4[CH2:28][CH2:27][C:26](=O)[CH2:25]4)=[N:18][C:19]=3[CH:20]=[CH:21][C:22]=2[Cl:23])=[O:12])([OH:8])[CH2:4][CH2:3]1.Cl.[NH:32]1[CH2:35][CH2:34][CH2:33]1>C(O)(=O)C>[F:1][C:2]1([F:30])[CH2:3][CH2:4][C:5]([CH2:9][NH:10][C:11]([C:13]2[C:14]3[CH:15]=[CH:16][C:17]([CH:24]4[CH2:28][CH2:27][CH:26]([N:32]5[CH2:35][CH2:34][CH2:33]5)[CH2:25]4)=[N:18][C:19]=3[CH:20]=[CH:21][C:22]=2[Cl:23])=[O:12])([OH:8])[CH2:6][CH2:7]1 |f:1.2|. Reported procedure: The title compound was synthesized according to the procedure described in example 133 using 6-chloro-2-(3-oxo-cyclopentyl)-quinoline-5-carboxylic acid (4,4-difluoro-1-hydroxycyclohexyl methyl)-amide, and azetidine hydrochloride in glacial acetic acid. 1H NMR (400 MHz, DMSO-d6): δ 8.76 (t, J=6.0 Hz, 1H), 8.11-8.06 (m, 1H), 7.97-7.94 (m, 1H), 7.76-7.73 (m, 1H), 7.64-7.54 (m, 1H), 4.71 (s, 1H), 3.47-3.16 (m, 1H), 3.07-2.49 (m, 4H), 2.23-2.02 (m, 1H), 2.01-1.95 (m, 6H), 1.90 (s, 6H), 1.64-1.59 (m, ...